This data is from the Open Reaction Database (ORD), a public repository of structured organic reaction records. The task is: describe an organic reaction: reactants, conditions, products, and yield Reactants: CC1=C(C(=NO1)C1=CC=CC=C1)C=1N=C2N(C=CC(=C2)C(=O)O)C1 (2-(5-methyl-3-phenyl-isoxazol-4-yl)-imidazo[1,2-a]pyridine-7-carboxylic acid), NCC=1C=NC=CC1 (3-(aminomethyl)pyridine). The product is N1=CC(=CC=C1)CNC(=O)C1=CC=2N(C=C1)C=C(N2)C=2C(=NOC2C)C2=CC=CC=C2 (2-(5-Methyl-3-phenyl-isoxazol-4-yl)-imidazo[1,2-a]pyridine-7-carboxylic acid (pyridin-3-ylmethyl)-amide). Yield: 66.0%. As a reaction SMILES: [CH3:1][C:2]1[O:6][N:5]=[C:4]([C:7]2[CH:12]=[CH:11][CH:10]=[CH:9][CH:8]=2)[C:3]=1[C:13]1[N:14]=[C:15]2[CH:20]=[C:19]([C:21]([OH:23])=O)[CH:18]=[CH:17][N:16]2[CH:24]=1.[NH2:25][CH2:26][C:27]1[CH:28]=[N:29][CH:30]=[CH:31][CH:32]=1>>[N:29]1[CH:30]=[CH:31][CH:32]=[C:27]([CH2:26][NH:25][C:21]([C:19]2[CH:18]=[CH:17][N:16]3[CH:24]=[C:13]([C:3]4[C:4]([C:7]5[CH:12]=[CH:11][CH:10]=[CH:9][CH:8]=5)=[N:5][O:6][C:2]=4[CH3:1])[N:14]=[C:15]3[CH:20]=2)=[O:23])[CH:28]=1. Procedure: As described for Example 11b, 2-(5-methyl-3-phenyl-isoxazol-4-yl)-imidazo[1,2-a]pyridine-7-carboxylic acid (64 mg, 0.2 mmol) was converted, using 3-(aminomethyl)pyridine instead of aminomethylcyclopropane, to the title compound (54 mg, 66%) which was obtained as a light yellow foam. MS: m/e=410.3 [M+H]+.